Dataset: the Open Reaction Database (ORD), a public repository of structured organic reaction records. Task: describe an organic reaction: reactants, conditions, products, and yield The reactants are [Cl-].C1(=CC=CC=C1)[I+]C1=CC=CC=C1 (diphenyliodonium chloride), O(S(=O)(=O)C(F)(F)F)[Si](C)(C)C (trimethylsilyl triflate). The solvent is C(Cl)Cl (methylene chloride). Conditions: temperature 22 celsius. Product: [O-]S(=O)(=O)C(F)(F)F.C1(=CC=CC=C1)[I+]C1=CC=CC=C1 (Diphenyliodonium Triflate). Isolated yield 94.4%. RXN SMILES: [Cl-].[C:2]1([I+:8][C:9]2[CH:14]=[CH:13][CH:12]=[CH:11][CH:10]=2)[CH:7]=[CH:6][CH:5]=[CH:4][CH:3]=1.[O:15]([Si](C)(C)C)[S:16]([C:19]([F:22])([F:21])[F:20])(=[O:18])=[O:17]>C(Cl)Cl>[O-:18][S:16]([C:19]([F:22])([F:21])[F:20])(=[O:17])=[O:15].[C:9]1([I+:8][C:2]2[CH:3]=[CH:4][CH:5]=[CH:6][CH:7]=2)[CH:10]=[CH:11][CH:12]=[CH:13][CH:14]=1 |f:0.1,4.5|. Procedure details: Into a 500 mL flask was placed 300 mL of distilled methylene chloride (distilled from P2O5) and 5.0 g (16 mmol) of commercial diphenyliodonium chloride (Aldrich Chemical Co.). The heterogeneous mixture was stirred vigorously in a water bath at 22° C. and 3.19 ml (3.91 g, 17.6 mmol) of trimethylsilyl triflate was added. The solid dissolved almost immediately but a precipitate reappeared after 5 m. The reaction was stirred for 15 h and the solvent removed on the rotary evaporator. The residue was ... The reactants are C(C)(C)(C)OC(=O)N[C@@H](CC=1N=CSC1)C(=O)N[C@H]([C@H](C[C@H](C(=O)NCC)C)O)CC1CCCCC1 ((2R, 4S, 5S)-5-[N-(t-butoxycarbonyl)-3-(4-thiazolyl)-L-alanyl]amino-6-cyclohexyl-N-ethyl-4-hydroxy-2-methylhexanamide), C(C1=CC=CC=C1)[C@@H](C(=O)O)CC(=O)N(C)CC1=CC=CC=C1 (2(R)-benzyl-3-(N-benzyl-N-methylaminocarbonyl)propionic acid). Product: C(C1=CC=CC=C1)[C@@H](C(=O)N[C@@H](CC=1N=CSC1)C(=O)N[C@H]([C@H](C[C@H](C(=O)NCC)C)O)CC1CCCCC1)CC(=O)N(C)CC1=CC=CC=C1 ((2R, 4S, 5S)-5-{N-[2(R)-Benzyl-3-(N-benzyl-N-methylaminocarbonyl)propionyl]-3-(4-thiazolyl)-L-alanyl}amino-6-cyclohexyl-N-ethyl-4-hydroxy-2-methylhexanamide). The yield is 29.0%. RXN SMILES: C(OC([NH:8][C@H:9]([C:16]([NH:18][C@@H:19]([CH2:30][CH:31]1[CH2:36][CH2:35][CH2:34][CH2:33][CH2:32]1)[C@@H:20]([OH:29])[CH2:21][C@@H:22]([CH3:28])[C:23]([NH:25][CH2:26][CH3:27])=[O:24])=[O:17])[CH2:10][C:11]1[N:12]=[CH:13][S:14][CH:15]=1)=O)(C)(C)C.[CH2:37]([C@H:44]([CH2:48][C:49]([N:51]([CH2:53][C:54]1[CH:59]=[CH:58][CH:57]=[CH:56][CH:55]=1)[CH3:52])=[O:50])[C:45]([OH:47])=O)[C:38]1[CH:43]=[CH:42][CH:41]=[CH:40][CH:39]=1>>[CH2:37]([C@H:44]([CH2:48][C:49]([N:51]([CH2:53][C:54]1[CH:59]=[CH:58][CH:57]=[CH:56][CH:55]=1)[CH3:52])=[O:50])[C:45]([NH:8][C@H:9]([C:16]([NH:18][C@@H:19]([CH2:30][CH:31]1[CH2:32][CH2:33][CH2:34][CH2:35][CH2:36]1)[C@@H:20]([OH:29])[CH2:21][C@@H:22]([CH3:28])[C:23]([NH:25][CH2:26][CH3:27])=[O:24])=[O:17])[CH2:10][C:11]1[N:12]=[CH:13][S:14][CH:15]=1)=[O:47])[C:38]1[CH:39]=[CH:40][CH:41]=[CH:42][CH:43]=1. Procedure details: The procedure described in Example 6(b) was repeated, but using 325 mg (0.62 mmole) of (2R, 4S, 5S)-5-[N-(t-butoxycarbonyl)-3-(4-thiazolyl)-L-alanyl]amino-6-cyclohexyl-N-ethyl-4-hydroxy-2-methylhexanamide [prepared as described in Example 19(a)] and 200 mg (0.64 mmole) of 2(R)-benzyl-3-(N-benzyl-N-methylaminocarbonyl)propionic acid, to afford 129 mg of the title compound as white crystals, melting at 148°-150° C. The product is Cc1ccc(C(=O)C#CC2(O)CCC3(CC2)OCCO3)cn1. RXN SMILES: [C:1](#[CH:2])[C:3]1([OH:13])[CH2:4][CH2:5][C:6]2([O:7][CH2:8][CH2:9][O:10]2)[CH2:11][CH2:12]1.[CH2:14]([Li:15])[CH2:16][CH2:17][CH3:18].[CH3:19][O:20][N:21]([C:22]([c:23]1[cH:24][n:25][c:26]([CH3:29])[cH:27][cH:28]1)=[O:30])[CH3:31].[Cl-:32].[NH4+:33].[O:34]1[CH2:35][CH2:36][CH2:37][CH2:38]1>>[C:1](#[C:2][C:22]([c:23]1[cH:24][n:25][c:26]([CH3:29])[cH:27][cH:28]1)=[O:30])[C:3]1([OH:13])[CH2:4][CH2:5][C:6]2([O:7][CH2:8][CH2:9][O:10]2)[CH2:11][CH2:12]1. Reactants: C#CC1(O)CCC2(CC1)OCCO2, [Li]CCCC, CON(C)C(=O)c1ccc(C)nc1, [Cl-], [NH4+], C1CCOC1. Product: CCNC(=O)C1OC(n2cnc3c(NCC(c4ccccc4)c4ccccc4)nc(C(=O)N4CCC(N)CC4)nc32)C(O)C1O. Reaction SMILES: [CH3:52][OH:53].[NH3:54].[c:1]1([CH:7]([CH2:8][NH:9][c:10]2[c:11]3[n:12][cH:13][n:14]([CH:34]4[CH:35]([OH:45])[CH:36]([OH:44])[CH:37]([C:39](=[O:40])[NH:41][CH2:42][CH3:43])[O:38]4)[c:15]3[n:16][c:17]([C:19](=[O:20])[N:21]3[CH2:22][CH2:23][CH:24]([NH:27][C:28](=[O:29])[C:30]([F:31])([F:32])[F:33])[CH2:25][CH2:26]3)[n:18]2)[c:46]2[cH:47][cH:48][cH:49][cH:50][cH:51]2)[cH:2][cH:3][cH:4][cH:5][cH:6]1>>[c:1]1([CH:7]([CH2:8][NH:9][c:10]2[c:11]3[n:12][cH:13][n:14]([CH:34]4[CH:35]([OH:45])[CH:36]([OH:44])[CH:37]([C:39](=[O:40])[NH:41][CH2:42][CH3:43])[O:38]4)[c:15]3[n:16][c:17]([C:19](=[O:20])[N:21]3[CH2:22][CH2:23][CH:24]([NH2:27])[CH2:25][CH2:26]3)[n:18]2)[c:46]2[cH:47][cH:48][cH:49][cH:50][cH:51]2)[cH:2][cH:3][cH:4][cH:5][cH:6]1. Starting materials: CO, N, CCNC(=O)C1OC(n2cnc3c(NCC(c4ccccc4)c4ccccc4)nc(C(=O)N4CCC(NC(=O)C(F)(F)F)CC4)nc32)C(O)C1O.